This data is from the Open Reaction Database (ORD), a public repository of structured organic reaction records. The task is: describe an organic reaction: reactants, conditions, products, and yield The reactants are CCN1C(=O)N(CCO)c2nc(N[C@@H]3CCC[C@H]3O)n(Cc4ccc(OC)c(Br)c4)c2C1=O, CC1(C)OB(OC1(C)C)C2=CCCCC2. Reagents/catalysts: CCN=P(N=P(N(C)C)(N(C)C)N(C)C)(N(C)C)N(C)C (P2-Et), CC(C)c1cc(C(C)C)c(-c2ccccc2[PH](C(C)(C)C)(C(C)(C)C)[Pd]2(OS(C)(=O)=O)Nc3ccccc3-c3ccccc32)c(C(C)C)c1 (tBuXphos G3). The solvent is CS(C)=O (DMSO), O (water), CS(C)=O (DMSO), CS(C)=O (DMSO), CS(C)=O (DMSO). Reaction conditions: time 22 hour. Product: CCN1C(=O)N(CCO)c2nc(N[C@@H]3CCC[C@H]3O)n(Cc4ccc(OC)c(c4)C5=CCCCC5)c2C1=O, CCN1C(=O)N(CCO)c2nc(N[C@@H]3CCC[C@H]3O)n(Cc4ccc(OC)c(Br)c4)c2C1=O, c1ccc(-c2ccccc2)cc1.